Dataset: the Open Reaction Database (ORD), a public repository of structured organic reaction records. Task: describe an organic reaction: reactants, conditions, products, and yield Reactants: C(C)OC(=O)NC1=CC=CC2=C(C=CC=C12)NC(=O)OCC (1,5-bis(ethoxycarbonylamino)naphthalene). Reagents/catalysts: [Zn] (zinc). The solvent is O (water). Conditions: temperature 350 celsius. The product is C1=CC2=C(C=CC=C2N=C=O)C(=C1)N=C=O (1,5-naphthalene diisocyanate), NC(=O)OCC (urethane). As a reaction SMILES: [CH2:1]([O:3][C:4]([NH:6][C:7]1[C:16]2[C:11](=[C:12]([NH:17][C:18](OCC)=[O:19])[CH:13]=[CH:14][CH:15]=2)[CH:10]=[CH:9][CH:8]=1)=[O:5])[CH3:2]>[Zn].O>[CH:14]1[CH:13]=[C:12]([N:17]=[C:18]=[O:19])[C:11]2[CH:10]=[CH:9][CH:8]=[C:7]([N:6]=[C:4]=[O:3])[C:16]=2[CH:15]=1.[NH2:6][C:4]([O:3][CH2:1][CH3:2])=[O:5]. Reported procedure: Via a powder metering device, 25 parts of 1,5-bis(ethoxycarbonylamino)naphthalene were fed at a rate of 450 liters per liter of reaction volume an hour into a tube reactor filled with zinc shavings and heated to 350° C. A pressure of 1 millibar to 3 millibars was maintained in the separating reactor. The escaping decomposition gases were fractionally condensed. In a first water-cooled vessel, 14 parts of 1,5-naphthalene diisocyanate (NDI) were obtained (80.5 theoretical percent relative to feed ... Starting materials: CSc1ncc(Cc2ccc(Cl)cc2)c(=O)[nH]1, N=C(N)Nc1nc(CCCCN)cs1. Yields the product N=C(N)Nc1nc(CCCCNc2ncc(Cc3ccc(Cl)cc3)c(=O)[nH]2)cs1. As a reaction SMILES: [Cl:15][c:16]1[cH:17][cH:18][c:19]([CH2:20][c:21]2[c:22](=[O:29])[nH:23][c:24]([S:27][CH3:28])[n:25][cH:26]2)[cH:30][cH:31]1.[NH:1]([C:2](=[NH:3])[NH2:4])[c:5]1[s:6][cH:7][c:8]([CH2:10][CH2:11][CH2:12][CH2:13][NH2:14])[n:9]1>>[NH:1]([C:2](=[NH:3])[NH2:4])[c:5]1[s:6][cH:7][c:8]([CH2:10][CH2:11][CH2:12][CH2:13][NH:14][c:24]2[nH:23][c:22](=[O:29])[c:21]([CH2:20][c:19]3[cH:18][cH:17][c:16]([Cl:15])[cH:31][cH:30]3)[cH:26][n:25]2)[n:9]1. Starting materials: C1CCOC1, COC(=O)C1(C=NOCc2ccccc2)CCCCCC1, [Li+], [OH-], O, O. Yields the product O=C(O)C1(C=NOCc2ccccc2)CCCCCC1. RXN SMILES: [CH2:25]1[O:26][CH2:27][CH2:28][CH2:29]1.[CH3:1][O:2][C:3](=[O:4])[C:5]1([CH:12]=[N:13][O:14][CH2:15][c:16]2[cH:17][cH:18][cH:19][cH:20][cH:21]2)[CH2:6][CH2:7][CH2:8][CH2:9][CH2:10][CH2:11]1.[Li+:24].[OH-:23].[OH2:22].[OH2:30]>>[O:2]=[C:3]([OH:4])[C:5]1([CH:12]=[N:13][O:14][CH2:15][c:16]2[cH:17][cH:18][cH:19][cH:20][cH:21]2)[CH2:6][CH2:7][CH2:8][CH2:9][CH2:10][CH2:11]1. Reactants: C(OCC)(OCC)OCC (triethyl orthoformate), NC1=CC=CC=C1 (aniline), C1(=CC=CC=C1)N=COCC (ethyl N-phenylimidoformate). The product is C1(=CC=CC=C1)NC=NC1=CC=CC=C1 (N,N′-diphenyl formamidine). Isolated yield 80.0%. Reaction SMILES: C(OCC)(OCC)OCC.[NH2:11][C:12]1[CH:17]=[CH:16][CH:15]=[CH:14][CH:13]=1.[C:18]1([N:24]=[CH:25]OCC)[CH:23]=[CH:22][CH:21]=[CH:20][CH:19]=1>>[C:12]1([NH:11][CH:25]=[N:24][C:18]2[CH:23]=[CH:22][CH:21]=[CH:20][CH:19]=2)[CH:17]=[CH:16][CH:15]=[CH:14][CH:13]=1. Procedure: Thus, a mixture of triethyl orthoformate (1equ.) and aniline (2equ.) is heated at reflux for 2 hours. The ethanol evolved during the reaction is then distilled through a fractionating column. The reaction mixture is then allowed to cool, whereupon it solidifies. Recrystallisation of the solid from toluene yields N,N′-diphenyl formamidine in 80% yield. The product is O=C1NC(=O)C(c2ccc(Br)s2)O1. The reactants are O=C1NC(=S)OC1c1ccc(Br)s1, CCO, O. Reaction SMILES: [Br:1][c:2]1[cH:3][cH:4][c:5]([CH:7]2[C:8](=[O:13])[NH:9][C:10](=[S:12])[O:11]2)[s:6]1.[CH3:14][CH2:15][OH:16].[OH2:17]>>[Br:1][c:2]1[cH:3][cH:4][c:5]([CH:7]2[C:8](=[O:13])[NH:9][C:10](=[O:16])[O:11]2)[s:6]1. The reactants are [BH4-], CCc1cn(C2CC(OC(C)=O)C(CCC(=O)Cc3c(Cl)cccc3Cl)O2)c(=O)[nH]c1=O, COCCOC, [Na+]. The product is CCc1cn(C2CC(OC(C)=O)C(CCC(O)Cc3c(Cl)cccc3Cl)O2)c(=O)[nH]c1=O. As a reaction SMILES: [BH4-:33].[C:1]([CH3:2])(=[O:3])[O:4][CH:5]1[CH2:6][CH:7]([n:23]2[c:24](=[O:25])[nH:26][c:27](=[O:28])[c:29]([CH2:31][CH3:32])[cH:30]2)[O:8][CH:9]1[CH2:10][CH2:11][C:12]([CH2:13][c:14]1[c:15]([Cl:21])[cH:16][cH:17][cH:18][c:19]1[Cl:20])=[O:22].[CH2:35]([CH2:36][O:37][CH3:38])[O:39][CH3:40].[Na+:34]>>[C:1]([CH3:2])(=[O:3])[O:4][CH:5]1[CH2:6][CH:7]([n:23]2[c:24](=[O:25])[nH:26][c:27](=[O:28])[c:29]([CH2:31][CH3:32])[cH:30]2)[O:8][CH:9]1[CH2:10][CH2:11][CH:12]([CH2:13][c:14]1[c:15]([Cl:21])[cH:16][cH:17][cH:18][c:19]1[Cl:20])[OH:22]. Reactants: COC1=CC=CC2=C1CCCCN2C(CN2C([C@H](C(N(C1=C2C=CC=C1)C1=CC=CC=C1)=O)CC1=NN(C2=CC=CC=C12)C(=O)OC(C)(C)C)=O)=O (tert-butyl 3-({(3R)-1-[2-(6-methoxy-2,3,4,5-tetrahydro-1H-1-benzazepin-1-yl)-2-oxoethyl]-2,4-dioxo-5-phenyl-2,3,4,5-tetrahydro-1H-1,5-benzodiazepin-3-yl}methyl)-1H-indazole-1-carboxylate), FC(C(=O)O)(F)F (trifluoroacetic acid). Solvent: C(Cl)Cl (methylene chloride). Reaction conditions: time 1.25 hour. Product: N1N=C(C2=CC=CC=C12)C[C@H]1C(N(C2=C(N(C1=O)CC(=O)N1CCCCC3=C1C=CC=C3OC)C=CC=C2)C2=CC=CC=C2)=O ((3R)-3-(1H-indazol-3-ylmethyl)-1-[2-(6-methoxy-2,3,4,5-tetrahydro-1H-1-benzazepin-1-yl)-2-oxoethyl]-5-phenyl-1H-1,5-benzodiazepine-2,4(3H,5H)-dione). Reaction SMILES: [CH3:1][O:2][C:3]1[C:8]2[CH2:9][CH2:10][CH2:11][CH2:12][N:13]([C:14](=[O:52])[CH2:15][N:16]3[C:22]4[CH:23]=[CH:24][CH:25]=[CH:26][C:21]=4[N:20]([C:27]4[CH:32]=[CH:31][CH:30]=[CH:29][CH:28]=4)[C:19](=[O:33])[C@H:18]([CH2:34][C:35]4[C:43]5[C:38](=[CH:39][CH:40]=[CH:41][CH:42]=5)[N:37](C(OC(C)(C)C)=O)[N:36]=4)[C:17]3=[O:51])[C:7]=2[CH:6]=[CH:5][CH:4]=1.FC(F)(F)C(O)=O>C(Cl)Cl>[NH:37]1[C:38]2[C:43](=[CH:42][CH:41]=[CH:40][CH:39]=2)[C:35]([CH2:34][C@@H:18]2[C:17](=[O:51])[N:16]([CH2:15][C:14]([N:13]3[C:7]4[CH:6]=[CH:5][CH:4]=[C:3]([O:2][CH3:1])[C:8]=4[CH2:9][CH2:10][CH2:11][CH2:12]3)=[O:52])[C:22]3[CH:23]=[CH:24][CH:25]=[CH:26][C:21]=3[N:20]([C:27]3[CH:32]=[CH:31][CH:30]=[CH:29][CH:28]=3)[C:19]2=[O:33])=[N:36]1. Reported procedure: A solution of tert-butyl 3-({(3R)-1-[2-(6-methoxy-2,3,4,5-tetrahydro-1H-1-benzazepin-1-yl)-2-oxoethyl]-2,4-dioxo-5-phenyl-2,3,4,5-tetrahydro-1H-1,5-benzodiazepin-3-yl}methyl)-1H-indazole-1-carboxylate (93 mg) in methylene chloride (10 mL) was treated with trifluoroacetic acid (1 mL). Stirred for 1.25 hours and concentrated the solvent off. Chromatographed on silica gel (Hexane:Ethyl Acetate) then lyophilized to yield the title compound as a white film (64 mg). Starting materials: C(C=C)OC1=C(C=C(C=C1)Cl)Br (1-(allyloxy)-2-bromo-4-chlorobenzene), C(C)N(C1=CC=CC=C1)CC (N,N-diethylaniline). Procedure: A solution of 1-(allyloxy)-2-bromo-4-chlorobenzene (4.122 g, 16.65 mmol) in N,N-diethylaniline (20 mL, 100 mmol) was heated at 200° C. for 15 hours. After cooling to room temperature, the reaction mixture was partitioned between ethyl acetate and 1M aqueous HCl, and the organic layer washed with an additional portion of 1M aqueous HCl and then brine. The organic layer was dried over magnesium sulfate and evaporated in vacuo. The crude product was purified via flash chromatography on silica gel (... Reaction SMILES: C([O:4][C:5]1[CH:10]=[CH:9][C:8]([Cl:11])=[CH:7][C:6]=1[Br:12])C=C.C(N(CC)[C:16]1[CH:21]=CC=C[CH:17]=1)C>>[CH2:21]([C:10]1[CH:9]=[C:8]([Cl:11])[CH:7]=[C:6]([Br:12])[C:5]=1[OH:4])[CH:16]=[CH2:17]. Isolated yield 77.1%. Yields the product C(C=C)C1=C(C(=CC(=C1)Cl)Br)O (2-allyl-6-bromo-4-chlorophenol). Reactants: OCCSCCCC(C(=O)OCC)(C)C (ethyl 8-hydroxy-2,2-dimethyl-6-thiaoctanoate), CS(=O)(=O)Cl (methanesulphonyl chloride), methanesulphonyloxy, [Br-].[Li+] (lithium bromide). Product: BrCCSCCCC(C(=O)OCC)(C)C (Ethyl 8-bromo-2,2-dimethyl-6-thiaoctanoate). The yield is 62.0%. RXN SMILES: O[CH2:2][CH2:3][S:4][CH2:5][CH2:6][CH2:7][C:8]([CH3:15])([CH3:14])[C:9]([O:11][CH2:12][CH3:13])=[O:10].CS(Cl)(=O)=O.[Br-:21].[Li+]>>[Br:21][CH2:2][CH2:3][S:4][CH2:5][CH2:6][CH2:7][C:8]([CH3:15])([CH3:14])[C:9]([O:11][CH2:12][CH3:13])=[O:10] |f:2.3|. Procedure details: from ethyl 8-hydroxy-2,2-dimethyl-6-thiaoctanoate and methanesulphonyl chloride and subsequent reaction of the resultant methanesulphonyloxy compound with lithium bromide. Yield 62% of theory; colourless oil;